This data is from the Open Reaction Database (ORD), a public repository of structured organic reaction records. The task is: describe an organic reaction: reactants, conditions, products, and yield Starting materials: C (charcoal), CC1=C(C(=O)C2=CC=C(O2)C(=O)O)C=CC=C1 (5-(2-Methylbenzoyl)-2-furoic acid), [OH-].[K+] (potassium hydroxide), O.NN (hydrazine hydrate). Solvent: C([O-])(O)=O.[Na+] (sodium bicarbonate), O (water), C(COCCO)O (diethylene glycol). Run at temperature 145 celsius. The product is CC1=C(CC2=CC=C(O2)C(=O)O)C=CC=C1 (5-(2-methylbenzyl)-furoic acid). Isolated yield 43.0%. RXN SMILES: [CH3:1][C:2]1[CH:17]=[CH:16][CH:15]=[CH:14][C:3]=1[C:4]([C:6]1[O:10][C:9]([C:11]([OH:13])=[O:12])=[CH:8][CH:7]=1)=O.[OH-].[K+].O.NN.C>C(O)COCCO.C(=O)(O)[O-].[Na+].O>[CH3:1][C:2]1[CH:17]=[CH:16][CH:15]=[CH:14][C:3]=1[CH2:4][C:6]1[O:10][C:9]([C:11]([OH:13])=[O:12])=[CH:8][CH:7]=1 |f:1.2,3.4,7.8|. Procedure details: 5-(2-Methylbenzoyl)-2-furoic acid [prepared as described in (e) above; 96.6 g.] was added to a solution of potassium hydroxide (70 g.) in diethylene glycol (530 ml.) at 100°-110° C. When the solution was complete, hydrazine hydrate (58%; 53 ml.) was added. The mixture was gradually warmed and then maintained under reflux at 145° C. for 7 hours. Evolution of nitrogen was monitored by collecting the gas over water. Evolution of nitrogen did not completely cease. The reaction mixture was cooled, di...